This data is from the Open Reaction Database (ORD), a public repository of structured organic reaction records. The task is: describe an organic reaction: reactants, conditions, products, and yield Reactants: C(C)(C)(C)OC(N(CC1=CC=C(C=C1)C(C)(C)C)CCC1=CC(=CC=C1)Br)=O ([2-(3-bromo-phenyl)-ethyl]-(4-tert-butyl-benzyl)-carbamic acid tert-butyl ester), C[Si](C)(C)C#C ((trimethylsilyl)acetylene). Reagents/catalysts: C1=CC=C(C=C1)P(C2=CC=CC=C2)C3=CC=CC=C3.C1=CC=C(C=C1)P(C2=CC=CC=C2)C3=CC=CC=C3.Cl[Pd]Cl (bis(triphenylphosphine)palladium(II)chloride), [Cu]I (CuI). The solvent is C(=O)(O)[O-].[Na+] (NaHCO3), C(C)N(CC)CC (triethylamine). Conditions: temperature 105 celsius. The product is C(C)(C)(C)OC(N(CCC1=CC(=CC=C1)C#C[Si](C)(C)C)CC1=CC=C(C=C1)C(C)(C)C)=O ((4-tert-butyl-benzyl)-[2-(3-trimethylsilanylethynyl-phenyl)-ethyl]-carbamic acid tert-butyl ester). Yield: 82.4%. As a reaction SMILES: [C:1]([O:5][C:6](=[O:28])[N:7]([CH2:19][CH2:20][C:21]1[CH:26]=[CH:25][CH:24]=[C:23](Br)[CH:22]=1)[CH2:8][C:9]1[CH:14]=[CH:13][C:12]([C:15]([CH3:18])([CH3:17])[CH3:16])=[CH:11][CH:10]=1)([CH3:4])([CH3:3])[CH3:2].[CH3:29][Si:30]([C:33]#[CH:34])([CH3:32])[CH3:31]>C(N(CC)CC)C.C([O-])(O)=O.[Na+].C1C=CC(P(C2C=CC=CC=2)C2C=CC=CC=2)=CC=1.C1C=CC(P(C2C=CC=CC=2)C2C=CC=CC=2)=CC=1.Cl[Pd]Cl.[Cu]I>[C:1]([O:5][C:6](=[O:28])[N:7]([CH2:8][C:9]1[CH:14]=[CH:13][C:12]([C:15]([CH3:18])([CH3:17])[CH3:16])=[CH:11][CH:10]=1)[CH2:19][CH2:20][C:21]1[CH:26]=[CH:25][CH:24]=[C:23]([C:34]#[C:33][Si:30]([CH3:32])([CH3:31])[CH3:29])[CH:22]=1)([CH3:4])([CH3:3])[CH3:2] |f:3.4,5.6.7|. Procedure details: A mixture of the crude [2-(3-bromo-phenyl)-ethyl]-(4-tert-butyl-benzyl)-carbamic acid tert-butyl ester (515 mg, 1.154 mmol), bis(triphenylphosphine)palladium(II)chloride (32 mg, 0.0461 mmol), CuI (11 mg, 0.0577 mmol) and (trimethylsilyl)acetylene (251 μl, 1.73 mmol) in triethylamine (3.4 ml) was heated in a sealed tube at 105° C. over night. The mixture was then cooled to RT, diluted with sat. NaHCO3-solution and extracted three times with ethyl acetate. The combined ethyl acetate layers were th... The reactants are C[O-].[Na+] (sodium methoxide), ClC=1C=C(C=CC1)N(NC(=O)NC)CC(=O)OC (Methyl [1-(3-chlorophenyl)-2-[(methylamino)carbonyl]hydrazino]acetate), P(=O)([O-])([O-])[O-] (phosphate). Reaction SMILES: [Cl:1][C:2]1[CH:3]=[C:4]([N:8]([CH2:14][C:15]([O:17]C)=O)[NH:9][C:10]([NH:12][CH3:13])=[O:11])[CH:5]=[CH:6][CH:7]=1.C[O-].[Na+].P([O-])([O-])([O-])=O>CO>[Cl:1][C:2]1[CH:3]=[C:4]([N:8]2[CH2:14][C:15](=[O:17])[N:12]([CH3:13])[C:10](=[O:11])[NH:9]2)[CH:5]=[CH:6][CH:7]=1 |f:1.2|. The product is ClC=1C=C(C=CC1)N1NC(N(C(C1)=O)C)=O (1-(3-Chlorophenyl)-dihydro-4-methyl-1,2,4-triazine-3,5-(2H,4H)-dione). Solvent: CO (methanol). Procedure details: Methyl [1-(3-chlorophenyl)-2-[(methylamino)carbonyl]hydrazino]acetate (700 mg) was dissolved in methanol (25 ml) under nitrogen. Solid sodium methoxide (350 mg) was added to the solution which was then stirred at room temperature for 40 min. The reaction was poured into pH 6.5 phosphate buffer solution (100 ml) and extracted with ethyl acetate (3×70 ml). The combined, dried organic extracts were concentrated in vacuo to give a solid which was triturated with ether (2×20 ml) to give the title com... Reaction conditions: time 40 minute. The yield is 57.0%. Starting materials: [N+](=O)([O-])C1=CC=C(CN2CCOCC2)C=C1 (4-(4-nitrobenzyl)morpholine). Solvent: C(C)O (ethanol). Reaction conditions: time 20 hour. Product: NC1=CC=C(CN2CCOCC2)C=C1 (4-(4-aminobenzyl)morpholine). The yield is 1.9%. As a reaction SMILES: [N+:1]([C:4]1[CH:16]=[CH:15][C:7]([CH2:8][N:9]2[CH2:14][CH2:13][O:12][CH2:11][CH2:10]2)=[CH:6][CH:5]=1)([O-])=O>C(O)C>[NH2:1][C:4]1[CH:16]=[CH:15][C:7]([CH2:8][N:9]2[CH2:14][CH2:13][O:12][CH2:11][CH2:10]2)=[CH:6][CH:5]=1. Procedure: In ethanol (300 ml) was dissolved 4-(4-nitrobenzyl)morpholine (25.8 g), and to the mixture was added dried 10% palladium on carbon (Pd-C) (1.00 g). Under hydrogen atmosphere, the mixture was stirred at room temperature under atmospheric pressure for 20 hours. The palladium was filtered off, and the filtrate was concentrated. The residue was separated and purified with column chromatography (ethyl acetate) to give 4-(4-aminobenzyl)morpholine (430 mg) as pale yellow crystals. Reactants: COc1ccc(CCN)cc1, Cc1nc(=O)c2nc(C)c(C)nc2[nH]1, CN([SiH](C)C)[Si](C)(C)C, ClCCl, [NH4+], [NH4+], O=S(=O)([O-])[O-], O. The product is COc1ccc(CCNc2nc(C)nc3nc(C)c(C)nc23)cc1. As a reaction SMILES: [CH3:15][O:16][c:17]1[cH:18][cH:19][c:20]([CH2:21][CH2:22][NH2:23])[cH:24][cH:25]1.[CH3:1][c:2]1[nH:3][c:4]2[n:5][c:6]([CH3:14])[c:7]([CH3:13])[n:8][c:9]2[c:10](=[O:12])[n:11]1.[CH3:36][SiH:37]([CH3:38])[N:39]([CH3:40])[Si:41]([CH3:42])([CH3:43])[CH3:44].[Cl:33][CH2:34][Cl:35].[NH4+:26].[NH4+:27].[O-:28][S:29](=[O:30])(=[O:31])[O-:32].[OH2:45]>>[CH3:1][c:2]1[n:3][c:4]2[n:5][c:6]([CH3:14])[c:7]([CH3:13])[n:8][c:9]2[c:10]([NH:23][CH2:22][CH2:21][c:20]2[cH:19][cH:18][c:17]([O:16][CH3:15])[cH:25][cH:24]2)[n:11]1. Product: CC(C)(Sc1nc(COCc2ccc(-c3ccc(C(F)(F)F)cc3)cc2)cs1)C(=O)O. The reactants are CC(C)(C)OC(=O)C(C)(C)Sc1nc(COCc2ccc(-c3ccc(C(F)(F)F)cc3)cc2)cs1, ClCCl, O=C(O)C(F)(F)F. Reaction SMILES: [C:1]([CH3:2])([CH3:3])([CH3:4])[O:5][C:6]([C:7]([CH3:8])([S:9][c:10]1[s:11][cH:12][c:13]([CH2:15][O:16][CH2:17][c:18]2[cH:19][cH:20][c:21](-[c:24]3[cH:25][cH:26][c:27]([C:30]([F:31])([F:32])[F:33])[cH:28][cH:29]3)[cH:22][cH:23]2)[n:14]1)[CH3:34])=[O:35].[Cl:43][CH2:44][Cl:45].[OH:36][C:37]([C:38]([F:39])([F:40])[F:41])=[O:42]>>[O:5]=[C:6]([C:7]([CH3:8])([S:9][c:10]1[s:11][cH:12][c:13]([CH2:15][O:16][CH2:17][c:18]2[cH:19][cH:20][c:21](-[c:24]3[cH:25][cH:26][c:27]([C:30]([F:31])([F:32])[F:33])[cH:28][cH:29]3)[cH:22][cH:23]2)[n:14]1)[CH3:34])[OH:35]. Starting materials: FC(C(=O)N1CC2=CC(=CC=C2CC1)S(=O)(=O)Cl)(F)F (2-(trifluoroacetyl)-1,2,3,4-tetrahydroisoquinoline-7-sulfonyl chloride), CC(C)(C)N (2-methylpropan-2-amine). Conditions: time 18 hour. RXN SMILES: [F:1][C:2]([F:20])([F:19])[C:3]([N:5]1[CH2:14][CH2:13][C:12]2[C:7](=[CH:8][C:9]([S:15](Cl)(=[O:17])=[O:16])=[CH:10][CH:11]=2)[CH2:6]1)=[O:4].[CH3:21][C:22]([NH2:25])([CH3:24])[CH3:23]>C(Cl)Cl>[C:22]([NH:25][S:15]([C:9]1[CH:8]=[C:7]2[C:12]([CH2:13][CH2:14][N:5]([C:3](=[O:4])[C:2]([F:20])([F:19])[F:1])[CH2:6]2)=[CH:11][CH:10]=1)(=[O:17])=[O:16])([CH3:24])([CH3:23])[CH3:21]. Yields the product C(C)(C)(C)NS(=O)(=O)C1=CC=C2CCN(CC2=C1)C(C(F)(F)F)=O (N-(tert-Butyl)-2-(trifluoroacetyl)-1,2,3,4-tetrahydroisoquinoline-7-sulfonamide). Reported procedure: To a solution of 2-(trifluoroacetyl)-1,2,3,4-tetrahydroisoquinoline-7-sulfonyl chloride (3 g) in DCM (50 ml) was added 2-methylpropan-2-amine (1.73 g). The reaction was then allowed to stir at room temperature 18 h. The reaction was partitioned between H2O (100 ml) and DCM (100 ml). The organics were separated and the aqueous layer was re-extracted with DCM (2×200 ml). Organics were combined, dried (MgSO4) and reduced in vacuo to give the subtitle compound as colourless oil. Yield: 3.56 g Solvent: C(Cl)Cl (DCM). Starting materials: COC=1C=C(C=O)C(=CN1)OCOC (2-methoxy-5-(methoxymethoxy)isonicotinaldehyde), Cl (HCl). Solvent: O (water), C1CCOC1 (THF). Conditions: temperature 50 celsius, time 30 minute. The product is OC1=CN=C(C=C1C=O)OC (5-hydroxy-2-methoxyisonicotinaldehyde). The yield is 54.9%. RXN SMILES: [CH3:1][O:2][C:3]1[CH:4]=[C:5]([C:8]([O:11]COC)=[CH:9][N:10]=1)[CH:6]=[O:7].Cl>C1COCC1.O>[OH:11][C:8]1[C:5]([CH:6]=[O:7])=[CH:4][C:3]([O:2][CH3:1])=[N:10][CH:9]=1. Procedure details: To a solution of 2-methoxy-5-(methoxymethoxy)isonicotinaldehyde (10 g, 0.05 mol) in THF (100 mL) was added 3 N HCl (150 mL). The reaction was stirred at 50° C. for 30 min, cooled to rt, and diluted with water (100 mL). The mixture was neutralized to pH 7-8 and extracted with EtOAc (200 mL) three times. The organic layer was dried over Na2SO4 and concentrated to give 5-hydroxy-2-methoxyisonicotinaldehyde (4.2 g, 55%) as a yellow solid. 1H NMR (400 MHz; DMSO) δ=10.31 (s, 1H), 8.03 (s, 1H), 6.89 (s... Reactants: Cc1ccccc1, O=C1CCc2ccccc2O1, O. Product: OC1CCc2ccccc2O1. RXN SMILES: [CH3:13][c:14]1[cH:15][cH:16][cH:17][cH:18][cH:19]1.[O:1]1[C:2](=[O:3])[CH2:4][CH2:5][c:6]2[cH:7][cH:8][cH:9][cH:10][c:11]21.[OH2:12]>>[O:1]1[CH:2]([OH:3])[CH2:4][CH2:5][c:6]2[cH:7][cH:8][cH:9][cH:10][c:11]21. Reactants: COc1ccc(S(=O)(=O)n2c(=O)n(C(C(=O)N3CCC(NC(=O)OC(C)(C)C)CC3)c3ccccc3)c3cc(C#N)ccc32)cc1, ClCCl, O=C(O)C(F)(F)F. Product: COc1ccc(S(=O)(=O)n2c(=O)n(C(C(=O)N3CCC(N)CC3)c3ccccc3)c3cc(C#N)ccc32)cc1. As a reaction SMILES: [C:1]([O:2][C:3](=[O:4])[NH:7][CH:8]1[CH2:9][CH2:10][N:11]([C:14]([CH:15]([c:16]2[cH:17][cH:18][cH:19][cH:20][cH:21]2)[n:22]2[c:23](=[O:44])[n:24]([S:33](=[O:34])(=[O:35])[c:36]3[cH:37][cH:38][c:39]([O:42][CH3:43])[cH:40][cH:41]3)[c:25]3[c:26]2[cH:27][c:28]([C:31]#[N:32])[cH:29][cH:30]3)=[O:45])[CH2:12][CH2:13]1)([CH3:5])([CH3:6])[CH3:46].[Cl:54][CH2:55][Cl:56].[OH:47][C:48]([C:49]([F:50])([F:51])[F:52])=[O:53]>>[NH2:7][CH:8]1[CH2:9][CH2:10][N:11]([C:14]([CH:15]([c:16]2[cH:17][cH:18][cH:19][cH:20][cH:21]2)[n:22]2[c:23](=[O:44])[n:24]([S:33](=[O:34])(=[O:35])[c:36]3[cH:37][cH:38][c:39]([O:42][CH3:43])[cH:40][cH:41]3)[c:25]3[c:26]2[cH:27][c:28]([C:31]#[N:32])[cH:29][cH:30]3)=[O:45])[CH2:12][CH2:13]1.